Dataset: the Open Reaction Database (ORD), a public repository of structured organic reaction records. Task: describe an organic reaction: reactants, conditions, products, and yield The reactants are C(#C)C=1C=NN2C1N=C(C=C2C(F)(F)F)C2=CC=C(C=C2)C(F)(F)F (3-ethynyl-7-trifluoromethyl-5-(4-trifluoromethyl-phenyl)-pyrazolo[1,5-a]pyrimidine), BrC=1C=C(C=CC1)S(=O)(=O)NCCOC (3-Bromo-N-(2-methoxy-ethyl)-benzenesulfonamide). Yield: 56.0%. The product is COCCNS(=O)(=O)C1=CC(=CC=C1)C#CC=1C=NN2C1N=C(C=C2C(F)(F)F)C2=CC=C(C=C2)C(F)(F)F (N-(2-Methoxy-ethyl)-3-[7-trifluoromethyl-5-(4-trifluoromethyl-phenyl)-pyrazolo[1,5-a]pyrimidin-3-ylethynyl]-benzenesulfonamide), solid. Reported procedure: The title compound was prepared from 3-ethynyl-7-trifluoromethyl-5-(4-trifluoromethyl-phenyl)-pyrazolo[1,5-a]pyrimidine (example C.1) (355 mg, 1.0 mmol) and 3-bromo-N-(2-methoxy-ethyl)-benzenesulfonamide (example B.33) (265 mg, 1.0 mmol) according to general procedure II. Obtained as a yellow solid (320 mg, 56%). MS (ISP) 569.1 [(M+H)+]; mp 186-188° C. RXN SMILES: [C:1]([C:3]1[CH:4]=[N:5][N:6]2[C:11]([C:12]([F:15])([F:14])[F:13])=[CH:10][C:9]([C:16]3[CH:21]=[CH:20][C:19]([C:22]([F:25])([F:24])[F:23])=[CH:18][CH:17]=3)=[N:8][C:7]=12)#[CH:2].Br[C:27]1[CH:28]=[C:29]([S:33]([NH:36][CH2:37][CH2:38][O:39][CH3:40])(=[O:35])=[O:34])[CH:30]=[CH:31][CH:32]=1>>[CH3:40][O:39][CH2:38][CH2:37][NH:36][S:33]([C:29]1[CH:30]=[CH:31][CH:32]=[C:27]([C:2]#[C:1][C:3]2[CH:4]=[N:5][N:6]3[C:11]([C:12]([F:14])([F:13])[F:15])=[CH:10][C:9]([C:16]4[CH:21]=[CH:20][C:19]([C:22]([F:25])([F:24])[F:23])=[CH:18][CH:17]=4)=[N:8][C:7]=23)[CH:28]=1)(=[O:34])=[O:35]. The reactants are C(#C)C1CCN(CC1)C(=O)OC(C)(C)C (tert-butyl 4-ethynylpiperidine-1-carboxylate), N(=[N+]=[N-])C1C(N(C2=C(CC1)C(=CC=C2)F)CC(F)(F)F)=O (3-azido-6-fluoro-1-(2,2,2-trifluoroethyl)-1,3,4,5-tetrahydro-2H-1-benzazepin-2-one). Product: FC1=CC=CC2=C1CCC(C(N2CC(F)(F)F)=O)N2N=NC(=C2)C2CCN(CC2)C(=O)OC(C)(C)C (tert-Butyl 4-{1-[6-fluoro-2-oxo-1-(2,2,2-trifluoroethyl)-2,3,4,5-tetrahydro-1H-1-benzazepin-3-yl]-1H-1,2,3-triazol-4-yl}piperidine-1-carboxylate). Reaction SMILES: [C:1]([CH:3]1[CH2:8][CH2:7][N:6]([C:9]([O:11][C:12]([CH3:15])([CH3:14])[CH3:13])=[O:10])[CH2:5][CH2:4]1)#[CH:2].[N:16]([CH:19]1[CH2:25][CH2:24][C:23]2[C:26]([F:30])=[CH:27][CH:28]=[CH:29][C:22]=2[N:21]([CH2:31][C:32]([F:35])([F:34])[F:33])[C:20]1=[O:36])=[N+:17]=[N-:18]>>[F:30][C:26]1[C:23]2[CH2:24][CH2:25][CH:19]([N:16]3[CH:2]=[C:1]([CH:3]4[CH2:4][CH2:5][N:6]([C:9]([O:11][C:12]([CH3:15])([CH3:14])[CH3:13])=[O:10])[CH2:7][CH2:8]4)[N:18]=[N:17]3)[C:20](=[O:36])[N:21]([CH2:31][C:32]([F:33])([F:34])[F:35])[C:22]=2[CH:29]=[CH:28][CH:27]=1. Procedure: tert-Butyl 4-{1-[6-fluoro-2-oxo-1-(2,2,2-trifluoroethyl)-2,3,4,5-tetrahydro-1H-1-benzazepin-3-yl]-1H-1,2,3-triazol-4-yl}piperidine-1-carboxylate was prepared from tert-butyl 4-ethynylpiperidine-1-carboxylate (synthesized from tert-butyl 4-formylpiperidine-1-carboxylate and Bestmann's reagent under standard condition) and 3-azido-6-fluoro-1-(2,2,2-trifluoroethyl)-1,3,4,5-tetrahydro-2H-1-benzazepin-2-one under standard click chemistry condition. MS calculated 512.2 (MH+), exp 521.1 (MH+). The reactants are COC(C1=CC=CC=C1)=O (Methylbenzoate), C(C)(=O)C1=CC=CC=C1 (acetophenone), C[O-].[Na+] (sodium methoxide). The solvent is C=1(C(=CC=CC1)C)C (xylene), C=1(C(=CC=CC1)C)C (xylene), C=1(C(=CC=CC1)C)C (xylene), CO (methanol). Run at time 30 minute. Yields the product C(C1=CC=CC=C1)(=O)CC(C1=CC=CC=C1)=O (dibenzoylmethane). The yield is 94.7%. Reaction SMILES: CO[C:3](=[O:10])[C:4]1[CH:9]=[CH:8][CH:7]=[CH:6][CH:5]=1.[C:11]([C:14]1[CH:19]=[CH:18][CH:17]=[CH:16][CH:15]=1)(=[O:13])[CH3:12].C[O-].[Na+]>C1(C)C(C)=CC=CC=1.CO>[C:11]([CH2:12][C:3](=[O:10])[C:4]1[CH:5]=[CH:6][CH:7]=[CH:8][CH:9]=1)(=[O:13])[C:14]1[CH:19]=[CH:18][CH:17]=[CH:16][CH:15]=1 |f:2.3|. Reported procedure: Methylbenzoate (136.0 grams; 1.0 mol), acetophenone (30.0 grams; 0.25 mol), sodium methoxide (17.3 grams; 0.3 mol) and xylene (300 ml) were placed into a four-necked, round bottom, one liter flask equipped with stirrer, nitrogen addition adapter, thermometer and Oldershaw column connected with distillation head and a trap. The mixture was heated with stirring to 135°-140° C. and maintained there for 6 hours while under a blanket of nitrogen. At 110°-120° C. methanol started to evolve and the rea... The reactants are CO, CC(NC(=O)OC(C)(C)C)C1(O)CN(Cc2ccccc2)C1. Yields the product CC(NC(=O)OC(C)(C)C)C1(O)CNC1. Reaction SMILES: [CH3:23][OH:24].[OH:1][C:2]1([CH:13]([CH3:14])[NH:15][C:16]([O:17][C:18]([CH3:19])([CH3:20])[CH3:21])=[O:22])[CH2:3][N:4]([CH2:6][c:7]2[cH:8][cH:9][cH:10][cH:11][cH:12]2)[CH2:5]1>>[OH:1][C:2]1([CH:13]([CH3:14])[NH:15][C:16]([O:17][C:18]([CH3:19])([CH3:20])[CH3:21])=[O:22])[CH2:3][NH:4][CH2:5]1. Reactants: C=C(C#N)c1ccccc1, C=O, C1CCC2=NCCCN2CC1, C1CCOC1, Cc1cc(Cl)ccc1CC#N. Product: Cc1cc(Cl)ccc1C(C#N)CO. Reaction SMILES: [C:1](#[N:2])[C:3]([c:4]1[cH:5][cH:6][cH:7][cH:8][cH:9]1)=[CH2:10].[CH2:22]=[O:23].[CH2:24]1[CH2:25][CH2:26][C:27]2=[N:32][CH2:31][CH2:30][CH2:29][N:28]2[CH2:33][CH2:34]1.[CH2:35]1[O:36][CH2:37][CH2:38][CH2:39]1.[Cl:11][c:12]1[cH:13][c:14]([CH3:21])[c:15]([CH2:16][C:17]#[N:18])[cH:19][cH:20]1>>[Cl:11][c:12]1[cH:13][c:14]([CH3:21])[c:15]([CH:16]([C:17]#[N:18])[CH2:22][OH:23])[cH:19][cH:20]1.